From a dataset of the Open Reaction Database (ORD), a public repository of structured organic reaction records. describe an organic reaction: reactants, conditions, products, and yield Starting materials: C(C)(C)C#N (isopropyl cyanide), C[C@]1(C([C@@H](CC1)CC1=NOC(=N1)C(F)(F)F)(C)C)NC(OC(C)(C)C)=O (tert-Butyl (1S,3S)-1,2,2-trimethyl-3-((5-(trifluoromethyl)-1,2,4-oxadiazol-3-yl)methyl)cyclopentylcarbamate), CC=1C=CC(=CC1)S(=O)(=O)O (PTSA), C(C(C)C)#N (isobutyronitrile). The reagents and catalysts are [Cl-].[Cl-].[Zn+2] (ZnCl2). Conditions: temperature 92.5 celsius. Yields the product C(C)(C)C1=NC(=NO1)C[C@H]1C([C@@](CC1)(C)NC(OC(C)(C)C)=O)(C)C (tert-Butyl (1S,3S)-3-((5-isopropyl-1,2,4-oxadiazol-3-yl)methyl)-1,2,2-trimethylcyclopentylcarbamate). As a reaction SMILES: [CH3:1][C@:2]1([NH:19][C:20](=[O:26])[O:21][C:22]([CH3:25])([CH3:24])[CH3:23])[CH2:6][CH2:5][C@@H:4]([CH2:7][C:8]2N=C(C(F)(F)F)[O:10][N:9]=2)[C:3]1([CH3:18])[CH3:17].CC1C=CC(S(O)(=O)=O)=CC=1.[C:38](#[N:42])[CH:39]([CH3:41])[CH3:40]>[Cl-].[Cl-].[Zn+2]>[CH:39]([C:38]1[O:10][N:9]=[C:8]([CH2:7][C@@H:4]2[CH2:5][CH2:6][C@@:2]([NH:19][C:20](=[O:26])[O:21][C:22]([CH3:25])([CH3:24])[CH3:23])([CH3:1])[C:3]2([CH3:18])[CH3:17])[N:42]=1)([CH3:41])[CH3:40] |f:3.4.5|. Procedure details: To a solution of tert-butyl {(1S,3S)-3-[(2Z)-2-amino-2-(hydroxyimino)ethyl]-1,2,2-trimethylcyclopentyl}carbamate (prepared in Step-1 example 56) (0.300 g, 1.0 mmoles) in isobutyronitrile (7 mL), ZnCl2 (0.0410 g, 3.0 mmol), PTSA (0.057 g, 3.0 mmol) were added under N2 atmosphere. It was heated to 90-95° C. for six hours. After completion of reaction, isopropyl cyanide was removed under reduced pressure and diluted with water and ethyl acetate. The layers are separated and the organic layer was dr... The reactants are CC(CS)C(=O)N(CC(=O)OC(C)(C)C)C1CCCC1, ClCCl, C=C(CC)C(=O)c1ccc(OCC(=O)O)c(Cl)c1Cl. Yields the product C=C(CC)C(=O)c1ccc(OCC(=O)SCC(C)C(=O)N(CC(=O)OC(C)(C)C)C2CCCC2)c(Cl)c1Cl. As a reaction SMILES: [C:1]([CH3:2])([CH3:3])([CH3:4])[O:5][C:6]([CH2:7][N:8]([CH:9]1[CH2:10][CH2:11][CH2:12][CH2:13]1)[C:14]([CH:15]([CH2:16][SH:17])[CH3:18])=[O:19])=[O:20].[CH2:40]([Cl:41])[Cl:42].[CH3:21][CH2:22][C:23](=[CH2:24])[C:25](=[O:26])[c:27]1[cH:28][cH:29][c:30]([O:31][CH2:32][C:33]([OH:34])=[O:35])[c:36]([Cl:37])[c:38]1[Cl:39]>>[C:1]([CH3:2])([CH3:3])([CH3:4])[O:5][C:6]([CH2:7][N:8]([CH:9]1[CH2:10][CH2:11][CH2:12][CH2:13]1)[C:14]([CH:15]([CH2:16][S:17][C:33]([CH2:32][O:31][c:30]1[cH:29][cH:28][c:27]([C:25]([C:23]([CH2:22][CH3:21])=[CH2:24])=[O:26])[c:38]([Cl:39])[c:36]1[Cl:37])=[O:34])[CH3:18])=[O:19])=[O:20]. The reactants are Sc1cccc(Br)c1, CCOC(=O)C1CC(OS(C)(=O)=O)CC1C(=O)N1CCC(F)(F)C1. The product is CCOC(=O)C1CC(Sc2cccc(Br)c2)CC1C(=O)N1CCC(F)(F)C1. RXN SMILES: [Br:25][c:26]1[cH:27][c:28]([SH:32])[cH:29][cH:30][cH:31]1.[CH2:1]([CH3:2])[O:3][C:4](=[O:5])[CH:6]1[CH:7]([C:16](=[O:17])[N:18]2[CH2:19][C:20]([F:23])([F:24])[CH2:21][CH2:22]2)[CH2:8][CH:9]([O:11][S:12]([CH3:13])(=[O:14])=[O:15])[CH2:10]1>>[CH2:1]([CH3:2])[O:3][C:4](=[O:5])[CH:6]1[CH:7]([C:16](=[O:17])[N:18]2[CH2:19][C:20]([F:23])([F:24])[CH2:21][CH2:22]2)[CH2:8][CH:9]([S:32][c:28]2[cH:27][c:26]([Br:25])[cH:31][cH:30][cH:29]2)[CH2:10]1. Starting materials: CN (methylamine), solution, BrC1=NC=C(C=C1)Br (2,5-Dibromo-pyridine). Solvent: C(C)O (ethanol). Run at temperature 80 celsius. Product: BrC=1C=CC(=NC1)NC ((5-bromo-pyridin-2-yl)-methyl-amine). RXN SMILES: Br[C:2]1[CH:7]=[CH:6][C:5]([Br:8])=[CH:4][N:3]=1.[CH3:9][NH2:10]>C(O)C>[Br:8][C:5]1[CH:6]=[CH:7][C:2]([NH:10][CH3:9])=[N:3][CH:4]=1. Procedure: A 20 ml microwave reaction vessel is charged with 2,5-Dibromo-pyridine (2.00 g, 8.44 mmol) and treated with methylamine (10.45 ml of a 33% solution in ethanol, 84.43 mmol) and warmed to 80° C. for 3 days. After this time the reaction is concentrated and the remaining solid is treated with 1M HCl (50 ml) and DCM. The layers are separated and the aqueous phase is basified using 1N NaOH (to pH-11). The product was extracted into DCM (2×) and the combined organics were dried (MgSO4), filtered and co... Starting materials: O (water), FC(C(C(F)(F)F)(O)C1=CC=C(C=C1)C)(F)F (1,1,1,3,3,3-hexafluoro-2-p-tolylpropan-2-ol), CC1=C(C(=CC(=C1S(=O)(=O)Cl)C)C)S(=O)(=O)Cl (2,4,6-trimethylbenzene-1,3-disulfonyl chloride), [H-].[Na+] (NaH). Run in CN(C)C=O (DMF). Reaction conditions: time 72 hour. Yields the product CC1=C(C(=C(C(=C1)C)S(=O)(=O)OC(C(F)(F)F)(C1=CC=C(C=C1)C)C(F)(F)F)C)S(=O)(=O)OC(C(F)(F)F)(C(F)(F)F)C1=CC=C(C=C1)C (1,3,5-trimethyl-2,4-bis-(2,2,2-trifluoro-1-p-tolyl-1-trifluoromethylethoxy-sulfonyl)-benzene). RXN SMILES: [F:1][C:2]([F:17])([F:16])[C:3]([C:9]1[CH:14]=[CH:13][C:12]([CH3:15])=[CH:11][CH:10]=1)([OH:8])[C:4]([F:7])([F:6])[F:5].[H-].[Na+].[CH3:20][C:21]1[C:26]([S:27](Cl)(=[O:29])=[O:28])=[C:25]([CH3:31])[CH:24]=[C:23]([CH3:32])[C:22]=1[S:33](Cl)(=[O:35])=[O:34].[OH2:37]>CN(C=O)C>[CH3:32][C:23]1[CH:24]=[C:25]([CH3:31])[C:26]([S:27]([O:8][C:3]([C:4]([F:6])([F:5])[F:7])([C:9]2[CH:14]=[CH:13][C:12]([CH3:15])=[CH:11][CH:10]=2)[C:2]([F:16])([F:17])[F:1])(=[O:29])=[O:28])=[C:21]([CH3:20])[C:22]=1[S:33]([O:35][C:3]([C:9]1[CH:10]=[CH:11][C:12]([CH3:15])=[CH:13][CH:14]=1)([C:2]([F:17])([F:1])[F:16])[C:4]([F:7])([F:6])[F:5])(=[O:37])=[O:34] |f:1.2|. Procedure details: 7.75 g (30 mmol) of 1,1,1,3,3,3-hexafluoro-2-p-tolylpropan-2-ol were dissolved in 45 ml of DMF, and 1.2 g (40 mmol) of NaH (80% strength dispersion in mineral oil) were added. After a clear solution had formed, 5.0 g (14 mmol) of 2,4,6-trimethylbenzene-1,3-disulfonyl chloride were added and the mixture was stirred for a further 72 hours at room temperature. The mixture was poured into water and the precipitated product was filtered off and dried. 7.8 g of 1,3,5-trimethyl-2,4-bis-(2,2,2-trifluoro...